From a dataset of the Open Reaction Database (ORD), a public repository of structured organic reaction records. describe an organic reaction: reactants, conditions, products, and yield The reactants are C(C1=CC=CC=C1)(=O)NC(=S)NC1=C(C=C(C(=C1)OCC1=CC=CC=C1)C)Br (1-Benzoyl-3-(5-benzyloxy-2-bromo-4-methyl-phenyl)-thiourea), CC(C)(C)[O-].[K+] (KOtBu). The reagents and catalysts are C=1C=CC(=CC1)/C=C/C(=O)/C=C/C2=CC=CC=C2.C=1C=CC(=CC1)/C=C/C(=O)/C=C/C2=CC=CC=C2.C=1C=CC(=CC1)/C=C/C(=O)/C=C/C2=CC=CC=C2.[Pd].[Pd] (Pd2(dba)3), C1=CC=C(C=C1)P([C-]2C=CC=C2)C3=CC=CC=C3.C1=CC=C(C=C1)P([C-]2C=CC=C2)C3=CC=CC=C3.[Fe+2] (dppf). The solvent is O1CCOCC1 (1,4-dioxane), CCOC(=O)C (EtOAc). Run at temperature 80 celsius. Yields the product C(C1=CC=CC=C1)OC=1C(=CC2=C(N=C(S2)NC(C2=CC=CC=C2)=O)C1)C (N-(5-Benzyloxy-6-methyl-benzothiazol-2-yl)-benzamide). Isolated yield 60.7%. Reaction SMILES: [C:1]([NH:9][C:10]([NH:12][C:13]1[CH:18]=[C:17]([O:19][CH2:20][C:21]2[CH:26]=[CH:25][CH:24]=[CH:23][CH:22]=2)[C:16]([CH3:27])=[CH:15][C:14]=1Br)=[S:11])(=[O:8])[C:2]1[CH:7]=[CH:6][CH:5]=[CH:4][CH:3]=1.CC([O-])(C)C.[K+]>O1CCOCC1.CCOC(C)=O.C1C=CC(/C=C/C(/C=C/C2C=CC=CC=2)=O)=CC=1.C1C=CC(/C=C/C(/C=C/C2C=CC=CC=2)=O)=CC=1.C1C=CC(/C=C/C(/C=C/C2C=CC=CC=2)=O)=CC=1.[Pd].[Pd].C1C=CC(P(C2C=CC=CC=2)[C-]2C=CC=C2)=CC=1.C1C=CC(P(C2C=CC=CC=2)[C-]2C=CC=C2)=CC=1.[Fe+2]>[CH2:20]([O:19][C:17]1[C:16]([CH3:27])=[CH:15][C:14]2[S:11][C:10]([NH:9][C:1](=[O:8])[C:2]3[CH:7]=[CH:6][CH:5]=[CH:4][CH:3]=3)=[N:12][C:13]=2[CH:18]=1)[C:21]1[CH:26]=[CH:25][CH:24]=[CH:23][CH:22]=1 |f:1.2,5.6.7.8.9,10.11.12|. Procedure: To a solution of 1-benzoyl-3-(5-benzyloxy-2-bromo-4-methyl-phenyl)-thiourea II (1.0 g, 2.20 mmol) in 1,4-dioxane (30 mL) was added sequentially Pd2(dba)3 (0.12 g, 0.12 mmol), dppf (0.07 g, 0.12 mmol) and KOtBu (0.75 g, 3.30 mmol) at room temperature under N2 atmosphere. The resulting reaction mixture was heated at 80° C. for 6 h. After completion of reaction (TLC monitoring), the reaction mixture was diluted with EtOAc and filtered through celite bed-bed. The filtrate was concentrated and purifi...